Dataset: the Open Reaction Database (ORD), a public repository of structured organic reaction records. Task: describe an organic reaction: reactants, conditions, products, and yield Starting materials: CC(C)(C)OC(=O)c1ccc(-c2cccc(Cl)c2)cc1NC(=O)c1ccccc1, O=C(O)C(F)(F)F. Yields the product O=C(Nc1cc(-c2cccc(Cl)c2)ccc1C(=O)O)c1ccccc1. As a reaction SMILES: [C:1]([c:2]1[cH:3][cH:4][cH:5][cH:6][cH:7]1)(=[O:8])[NH:9][c:10]1[c:11]([C:12](=[O:13])[O:14][C:15]([CH3:16])([CH3:17])[CH3:18])[cH:19][cH:20][c:21](-[c:23]2[cH:24][c:25]([Cl:29])[cH:26][cH:27][cH:28]2)[cH:22]1.[OH:30][C:31]([C:32]([F:33])([F:34])[F:35])=[O:36]>>[C:1]([c:2]1[cH:3][cH:4][cH:5][cH:6][cH:7]1)(=[O:8])[NH:9][c:10]1[c:11]([C:12](=[O:13])[OH:14])[cH:19][cH:20][c:21](-[c:23]2[cH:24][c:25]([Cl:29])[cH:26][cH:27][cH:28]2)[cH:22]1.